From a dataset of the Open Reaction Database (ORD), a public repository of structured organic reaction records. describe an organic reaction: reactants, conditions, products, and yield Reactants: C(#C)C1(OC2=C(CC1)C(=C(C(=C2C)C)O)C)C (rac-3,4-dihydro-2-ethynyl-2,5,7,8-tetramethyl-2H-1-benzopyran-6-ol), FC(C(=O)N1CCOC2=C1C=C(C=C2)I)(F)F (4-(trifluoroacetyl)-3,4-dihydro-6-iodo-2H-1,4-benzoxazine). Product: OC=1C(=C(C2=C(CCC(O2)(C)C#CC=2C=CC3=C(N(CCO3)C(C(F)(F)F)=O)C2)C1C)C)C (rac-3,4-Dihydro-6-[(3,4-dihydro-6-hydroxy-2,5,7,8-tetramethyl-2H-1-benzopyran-2-yl)ethynyl]-4-(trifluoroacetyl)-2H-1,4-benzoxazine). Reaction SMILES: [C:1]([C:3]1([CH3:17])[CH2:8][CH2:7][C:6]2[C:9]([CH3:16])=[C:10]([OH:15])[C:11]([CH3:14])=[C:12]([CH3:13])[C:5]=2[O:4]1)#[CH:2].[F:18][C:19]([F:34])([F:33])[C:20]([N:22]1[C:27]2[CH:28]=[C:29](I)[CH:30]=[CH:31][C:26]=2[O:25][CH2:24][CH2:23]1)=[O:21]>>[OH:15][C:10]1[C:11]([CH3:14])=[C:12]([CH3:13])[C:5]2[O:4][C:3]([C:1]#[C:2][C:29]3[CH:30]=[CH:31][C:26]4[O:25][CH2:24][CH2:23][N:22]([C:20](=[O:21])[C:19]([F:33])([F:18])[F:34])[C:27]=4[CH:28]=3)([CH3:17])[CH2:8][CH2:7][C:6]=2[C:9]=1[CH3:16]. Reported procedure: This compound was prepared by coupling rac-3,4-dihydro-2-ethynyl-2,5,7,8-tetramethyl-2H-1-benzopyran-6-ol (1,15 g or 5 mmol) with 4-(trifluoroacetyl)-3,4-dihydro-6-iodo-2H-1,4-benzoxazine (1.95 g or 5.5 mmol) under the conditions described in Example 15. The product was isolated by chromatography over the 40 fold amount of silica gel methylene chloride. It was crystallized from ether/hexane and recrystallized twice from methanol to give colorless crystals with m.p. 153°-155°. Reactants: Cc1onc(-c2c(Cl)cccc2Cl)c1C(=O)Cl, CC(C)C(=O)Nc1cccc(C2CCN(CCCC(O)c3ccccc3)CC2)c1. Product: Cc1onc(-c2c(Cl)cccc2Cl)c1C(=O)OC(CCCN1CCC(c2cccc(NC(=O)C(C)C)c2)CC1)c1ccccc1. RXN SMILES: [Cl:30][c:31]1[c:32](-[c:38]2[n:39][o:40][c:41]([CH3:46])[c:42]2[C:43](=[O:44])[Cl:45])[c:33]([Cl:37])[cH:34][cH:35][cH:36]1.[OH:1][CH:2]([CH2:3][CH2:4][CH2:5][N:6]1[CH2:7][CH2:8][CH:9]([c:12]2[cH:13][c:14]([NH:18][C:19]([CH:20]([CH3:21])[CH3:22])=[O:23])[cH:15][cH:16][cH:17]2)[CH2:10][CH2:11]1)[c:24]1[cH:25][cH:26][cH:27][cH:28][cH:29]1>>[O:1]([CH:2]([CH2:3][CH2:4][CH2:5][N:6]1[CH2:7][CH2:8][CH:9]([c:12]2[cH:13][c:14]([NH:18][C:19]([CH:20]([CH3:21])[CH3:22])=[O:23])[cH:15][cH:16][cH:17]2)[CH2:10][CH2:11]1)[c:24]1[cH:25][cH:26][cH:27][cH:28][cH:29]1)[C:43]([c:42]1[c:38](-[c:32]2[c:31]([Cl:30])[cH:36][cH:35][cH:34][c:33]2[Cl:37])[n:39][o:40][c:41]1[CH3:46])=[O:44]. Starting materials: Cl (hydrochloric acid), C([O-])([O-])=O.[K+].[K+] (Potassium carbonate), FC=1C=CC(=C(C1)N1C(N(C(NC1=O)=O)CC(=O)OC)=O)[N+](=O)[O-] (methyl 3-(5-fluoro-2-nitrophenyl)tetrahydro-2,4,6-trioxo-s-triazine-1-(2H)-acetate), ClC1=C(C=CC(=C1)Cl)O (2,4-dichlorophenol). The solvent is CN(C=O)C (N,N-dimethylformamide), C(C)(=O)OCC (ethyl acetate), hexanes. Reaction conditions: temperature 38 celsius, time 3 day. Yields the product ClC1=C(OC=2C=CC(=C(C2)N2C(N(C(NC2=O)=O)CC(=O)OC)=O)[N+](=O)[O-])C=CC(=C1)Cl (Methyl 3-[5-(2,4-dichlorophenoxy)-2-nitrophenyl]tetrahydro-2,4,6-trioxo-s-triazine-1-(2H)-acetate). Reaction SMILES: C(=O)([O-])[O-].[K+].[K+].F[C:8]1[CH:9]=[CH:10][C:11]([N+:28]([O-:30])=[O:29])=[C:12]([N:14]2[C:19](=[O:20])[NH:18][C:17](=[O:21])[N:16]([CH2:22][C:23]([O:25][CH3:26])=[O:24])[C:15]2=[O:27])[CH:13]=1.[Cl:31][C:32]1[CH:37]=[C:36]([Cl:38])[CH:35]=[CH:34][C:33]=1[OH:39].Cl>CN(C)C=O.C(OCC)(=O)C>[Cl:31][C:32]1[CH:37]=[C:36]([Cl:38])[CH:35]=[CH:34][C:33]=1[O:39][C:8]1[CH:9]=[CH:10][C:11]([N+:28]([O-:30])=[O:29])=[C:12]([N:14]2[C:19](=[O:20])[NH:18][C:17](=[O:21])[N:16]([CH2:22][C:23]([O:25][CH3:26])=[O:24])[C:15]2=[O:27])[CH:13]=1 |f:0.1.2|. Procedure details: Potassium carbonate (1.14 g, 8.25 mmol) is added to a solution of methyl 3-(5-fluoro-2-nitrophenyl)tetrahydro-2,4,6-trioxo-s-triazine-1-(2H)-acetate (0.93 g, 2.74 mmol) and 2,4-dichlorophenol (0.66 g, 4.07 mmol) in N,N-dimethylformamide at 38° C. The reaction mixture is stirred at 38° C. for 3 days, cooled to room temperature and poured into 1M hydrochloric acid. The aqueous mixture is extracted with ethyl acetate. The organic extracts are combined, washed sequentially with water and brine, drie...